This data is from the Open Reaction Database (ORD), a public repository of structured organic reaction records. The task is: describe an organic reaction: reactants, conditions, products, and yield The reactants are Cl (hydrochloric acid), ( 1 ), C(#N)C1=CC=C(C=C1)C(COCC1=CC(=CC=C1)OC1=CC=CC=C1)(C)C (3-phenoxybenzyl 2-(4-cyanophenyl)-2-methylpropyl ether), [OH-].[K+] (potassium hydroxide), C(CO)O (ethylene glycol). Run in O (water), O (water). Reaction conditions: temperature 130 celsius, time 4 hour. Product: C(=O)(OCC)C1=CC=C(C=C1)C(COCC1=CC(=CC=C1)OC1=CC=CC=C1)(C)C (3-Phenoxybenzyl 2-(4-carboethoxyphenyl)-2-methylpropyl ether), C(=O)(O)C1=C(C=CC=C1)C(COCC1=CC(=CC=C1)OC1=CC=CC=C1)(C)C (3-phenoxybenzyl 2-(carboxyphenyl)-2-methylpropyl ether). RXN SMILES: [C:1]([C:3]1[CH:8]=[CH:7][C:6]([C:9]([CH3:27])([CH3:26])[CH2:10][O:11][CH2:12][C:13]2[CH:18]=[CH:17][CH:16]=[C:15]([O:19][C:20]3[CH:25]=[CH:24][CH:23]=[CH:22][CH:21]=3)[CH:14]=2)=[CH:5][CH:4]=1)#N.[OH-:28].[K+].Cl.[CH2:31](O)[CH2:32][OH:33]>O>[C:1]([C:3]1[CH:8]=[CH:7][C:6]([C:9]([CH3:27])([CH3:26])[CH2:10][O:11][CH2:12][C:13]2[CH:18]=[CH:17][CH:16]=[C:15]([O:19][C:20]3[CH:25]=[CH:24][CH:23]=[CH:22][CH:21]=3)[CH:14]=2)=[CH:5][CH:4]=1)([O:33][CH2:32][CH3:31])=[O:28].[C:4]([C:5]1[CH:1]=[CH:3][CH:8]=[CH:7][C:6]=1[C:9]([CH3:26])([CH3:27])[CH2:10][O:11][CH2:12][C:13]1[CH:18]=[CH:17][CH:16]=[C:15]([O:19][C:20]2[CH:25]=[CH:24][CH:23]=[CH:22][CH:21]=2)[CH:14]=1)([OH:33])=[O:28] |f:1.2|. Reported procedure: 3-Phenoxybenzyl 2-(4-carboethoxyphenyl)-2-methylpropyl ether was synthesized according to the following procedures. (1) A mixture of 3.5 g of 3-phenoxybenzyl 2-(4-cyanophenyl)-2-methylpropyl ether, 7.0 g of potassium hydroxide, 7.0 g of water and 20 ml of ethylene glycol was stirred at 130° C. for 4.0 hours. The mixture was cooled to room temperature, and water was added and the mixture was made acidic by addition of hydrochloric acid. Then, the mixture was extracted with ether, and the ether ex... Reactants: CC(C)(C)OC(=O)N1CCC2(CCNCC2)C1, Cl, O=C1CCCCC1, O. Product: CC(C)(C)OC(=O)N1CCC2(CCN(C3CCCCC3)CC2)C1. Reaction SMILES: [CH2:2]1[N:3]([C:12](=[O:13])[O:14][C:15]([CH3:16])([CH3:17])[CH3:18])[CH2:4][CH2:5][C:6]12[CH2:7][CH2:8][NH:9][CH2:10][CH2:11]2.[ClH:1].[O:19]=[C:20]1[CH2:21][CH2:22][CH2:23][CH2:24][CH2:25]1.[OH2:26]>>[CH2:2]1[N:3]([C:12](=[O:13])[O:14][C:15]([CH3:16])([CH3:17])[CH3:18])[CH2:4][CH2:5][C:6]12[CH2:7][CH2:8][N:9]([CH:20]1[CH2:21][CH2:22][CH2:23][CH2:24][CH2:25]1)[CH2:10][CH2:11]2. Reactants: ClC1=CC(=CC=C1)C(=O)OO (m-chloroperbenzoic acid), BrC1=CC=C(C=C1)C1=NOC(C1)CO ([3-(4-Bromophenyl)-4,5-dihydroisoxazol-5-yl]methanol), C(C)(C)(C)OP(OC(C)(C)C)N(CC)CC (di-tert-butyl-N,N-diethylphosphoroamidite), N1N=NN=C1 (1H-tetrazole), S([O-])(O)=O.[Na+] (sodium bisulfite). Solvent: ClCCl (dichloromethane), ClCCl (dichloromethane). Conditions: time 1.5 hour. The product is P(=O)(OCC1CC(=NO1)C1=CC=C(C=C1)Br)(OC(C)(C)C)OC(C)(C)C ([3-(4-Bromophenyl)-4,5-dihydroisoxazol-5-yl]methyl di-tert-butyl phosphate). Reaction SMILES: [Br:1][C:2]1[CH:7]=[CH:6][C:5]([C:8]2[CH2:12][CH:11]([CH2:13][OH:14])[O:10][N:9]=2)=[CH:4][CH:3]=1.[C:15]([O:19][P:20](N(CC)CC)[O:21][C:22]([CH3:25])([CH3:24])[CH3:23])([CH3:18])([CH3:17])[CH3:16].N1C=NN=N1.ClC1C=CC=C(C(OO)=[O:44])C=1.S(=O)(O)[O-].[Na+]>ClCCl>[P:20]([O:19][C:15]([CH3:16])([CH3:17])[CH3:18])([O:21][C:22]([CH3:23])([CH3:24])[CH3:25])([O:14][CH2:13][CH:11]1[O:10][N:9]=[C:8]([C:5]2[CH:4]=[CH:3][C:2]([Br:1])=[CH:7][CH:6]=2)[CH2:12]1)=[O:44] |f:4.5|. Procedure details: [3-(4-Bromophenyl)-4,5-dihydroisoxazol-5-yl]methanol (2.5 g, 9.8 mmol) was dissolved in dichloromethane (100 ml). To this solution, di-tert-butyl-N,N-diethylphosphoroamidite (3.3 ml, 11.7 mmol) and 1H-tetrazole (1.2 g, 17.6 mmol) were added sequentially. After 1.5 h stirring at room temperature, the solution was cooled to 0° C. and m-chloroperbenzoic acid (70%; 3.6 g, 14.7 mmol) was added. After 1.5 h the reaction was warmed to room temperature; a sodium bisulfite solution was added and the mixt... Starting materials: BrCc1ccccc1, O=C([O-])[O-], O=C([O-])[O-], CC(C)=O, CCOC(C)=O, [K+], [K+], [Na+], [Na+], Cc1ccc(C)c(N2CCN(C(=O)C3CN(S(=O)(=O)c4ccccc4)C(=O)N3)CC2)c1. Reaction SMILES: [Br:32][CH2:33][c:34]1[cH:35][cH:36][cH:37][cH:38][cH:39]1.[C:40](=[O:41])([O-:42])[O-:43].[C:46](=[O:47])([O-:48])[O-:49].[CH3:52][C:53](=[O:54])[CH3:55].[CH3:56][CH2:57][O:58][C:59](=[O:60])[CH3:61].[K+:44].[K+:45].[Na+:50].[Na+:51].[c:1]1([S:7](=[O:8])(=[O:9])[N:10]2[C:11](=[O:31])[NH:12][CH:13]([C:15](=[O:16])[N:17]3[CH2:18][CH2:19][N:20]([c:23]4[c:24]([CH3:30])[cH:25][cH:26][c:27]([CH3:29])[cH:28]4)[CH2:21][CH2:22]3)[CH2:14]2)[cH:2][cH:3][cH:4][cH:5][cH:6]1>>[c:1]1([S:7](=[O:8])(=[O:9])[N:10]2[C:11](=[O:31])[N:12]([CH2:33][c:34]3[cH:35][cH:36][cH:37][cH:38][cH:39]3)[CH:13]([C:15](=[O:16])[N:17]3[CH2:18][CH2:19][N:20]([c:23]4[c:24]([CH3:30])[cH:25][cH:26][c:27]([CH3:29])[cH:28]4)[CH2:21][CH2:22]3)[CH2:14]2)[cH:2][cH:3][cH:4][cH:5][cH:6]1. Product: Cc1ccc(C)c(N2CCN(C(=O)C3CN(S(=O)(=O)c4ccccc4)C(=O)N3Cc3ccccc3)CC2)c1. Starting materials: [N+](=O)([O-])C=1C=C(C(C(=O)OC)=CC1)C(=O)OC (Dimethyl 4-nitrophthalate), CC1=CC=C([O-])C=C1.[Na+] (sodium 4-methylphenoxide). The solvent is CN(C)C=O (DMF). The product is CC1=CC=C(OC=2C=C(C(C(=O)OC)=CC2)C(=O)OC)C=C1 (dimethyl 4-(4-methylphenoxy)phthalate). RXN SMILES: [N+]([C:4]1[CH:5]=[C:6]([C:14]([O:16][CH3:17])=[O:15])[C:7](=[CH:12][CH:13]=1)[C:8]([O:10][CH3:11])=[O:9])([O-])=O.[CH3:18][C:19]1[CH:25]=[CH:24][C:22]([O-:23])=[CH:21][CH:20]=1.[Na+]>CN(C=O)C>[CH3:18][C:19]1[CH:25]=[CH:24][C:22]([O:23][C:4]2[CH:5]=[C:6]([C:14]([O:16][CH3:17])=[O:15])[C:7](=[CH:12][CH:13]=2)[C:8]([O:10][CH3:11])=[O:9])=[CH:21][CH:20]=1 |f:1.2|. Procedure: Dimethyl 4-nitrophthalate was reacted in DMF with sodium 4-methylphenoxide to give dimethyl 4-(4-methylphenoxy)phthalate in analogy to a process known from the literature (J. Org. Chem. Vol. 42, No. 21, 1977, 3419-3425). After standard working up and chromatography using hexane/EA, the diester was isolated as a yellowish oil.